Dataset: the Open Reaction Database (ORD), a public repository of structured organic reaction records. Task: describe an organic reaction: reactants, conditions, products, and yield The reactants are CCCCC(C)C(=O)CP(=O)(OC)OC, CC(=O)O, O=CC1CC(OC2CCCCO2)C(O)C1CCCCCCCO, [H-], [H][H], [Na+], C1CCOC1. Product: CCCCC(C)C(=O)C=CC1CC(OC2CCCCO2)C(O)C1CCCCCCCO. As a reaction SMILES: [CH3:1][CH:2]([C:3]([CH2:4][P:5](=[O:6])([O:7][CH3:8])[O:9][CH3:10])=[O:11])[CH2:12][CH2:13][CH2:14][CH3:15].[CH3:48][C:49](=[O:50])[OH:51].[CH:20](=[O:21])[CH:22]1[CH:23]([CH2:35][CH2:36][CH2:37][CH2:38][CH2:39][CH2:40][CH2:41][OH:42])[CH:24]([OH:34])[CH:25]([O:27][CH:28]2[O:29][CH2:30][CH2:31][CH2:32][CH2:33]2)[CH2:26]1.[H-:16].[H:18][H:19].[Na+:17].[O:43]1[CH2:44][CH2:45][CH2:46][CH2:47]1>>[CH3:1][CH:2]([C:3]([CH:4]=[CH:20][CH:22]1[CH:23]([CH2:35][CH2:36][CH2:37][CH2:38][CH2:39][CH2:40][CH2:41][OH:42])[CH:24]([OH:34])[CH:25]([O:27][CH:28]2[O:29][CH2:30][CH2:31][CH2:32][CH2:33]2)[CH2:26]1)=[O:11])[CH2:12][CH2:13][CH2:14][CH3:15]. The reactants are Cl.COC([C@@H](N)CC(C)C)=O ((L)-leucine methyl ester hydrochloride), C(C)OC(\C=C(/CBr)\OC1=C2C=NN(C2=CC=C1)C)=O ((E)-4-bromo-3-(1-methyl-1H-indazol-4-yloxy)-but-2-enoic acid ethyl ester), C(C)(C)N(C(C)C)CC (N,N-diisopropylethylamine). Solvent: C(C)#N (acetonitrile). Conditions: temperature 90 celsius. The product is COC([C@H](CC(C)C)NC/C(=C\C(=O)OCC)/OC1=C2C=NN(C2=CC=C1)C)=O ((S)-2-[(E)-3-ethoxycarbonyl-2-(1-methyl-1H-indazol-4-yloxy)-allylamino]-4-methyl-pentanoic acid methyl ester). The yield is 62.0%. Reaction SMILES: Cl.[CH3:2][O:3][C:4](=[O:11])[C@H:5]([CH2:7][CH:8]([CH3:10])[CH3:9])[NH2:6].[CH2:12]([O:14][C:15](=[O:31])/[CH:16]=[C:17](/[O:20][C:21]1[CH:29]=[CH:28][CH:27]=[C:26]2[C:22]=1[CH:23]=[N:24][N:25]2[CH3:30])\[CH2:18]Br)[CH3:13].C(N(CC)C(C)C)(C)C>C(#N)C>[CH3:2][O:3][C:4](=[O:11])[C@@H:5]([NH:6][CH2:18]/[C:17](/[O:20][C:21]1[CH:29]=[CH:28][CH:27]=[C:26]2[C:22]=1[CH:23]=[N:24][N:25]2[CH3:30])=[CH:16]\[C:15]([O:14][CH2:12][CH3:13])=[O:31])[CH2:7][CH:8]([CH3:10])[CH3:9] |f:0.1|. Procedure details: A mixture of (L)-leucine methyl ester hydrochloride (0.043 g, 0.24 mmol), (E)-4-bromo-3-(1-methyl-1H-indazol-4-yloxy)-but-2-enoic acid ethyl ester (0.073 g, 0.22 mmol) and N,N-diisopropylethylamine (0.070 g, 0.54 mmol) in acetonitrile (6 mL) in a sealed tube was heated at 90° C. for 18 h. The reaction mixture was then cooled to room temperature and concentrated in vacuo. The residue was purified by flash column chromatography (silica gel, 0% to 100% diethyl ether/hexanes) to afford (S)-2-[(E)-3-... The reactants are FC1=C(C(=CC=C1)[N+](=O)[O-])F (1,2-difluoro-3-nitrobenzene), N1C[C@@H](CCC1)NC(OC(C)(C)C)=O ((R)-tert-butyl piperidin-3-ylcarbamate). Reagents/catalysts: C(C)(C)N(C(C)C)CC (N,N-diisopropylethylamine). Solvent: C(C)#N (acetonitrile). Yields the product [N+](=O)([O-])N1CCCCC1 (nitropiperidine). The yield is 189532.0%. Reaction SMILES: FC1C=CC=C([N+:8]([O-:10])=[O:9])C=1F.[NH:12]1[CH2:17][CH2:16][CH2:15][C@@H:14](NC(=O)OC(C)(C)C)[CH2:13]1>C(#N)C.C(N(CC)C(C)C)(C)C>[N+:8]([N:12]1[CH2:17][CH2:16][CH2:15][CH2:14][CH2:13]1)([O-:10])=[O:9]. Procedure: A mixture of 1,2-difluoro-3-nitrobenzene (2.38 g, 0.015 mmol), (R)-tert-butyl piperidin-3-ylcarbamate (3.0 g, 0.015 mmol) and N,N-diisopropylethylamine (5.2 ml, 0.030 mmol) was heated in acetonitrile (20 mL) at 80° C. overnight. The solvents were removed in vacuo, and chromatographic purification (ethyl acetate-hexanes) of the residue gave a nitropiperidine as orange oil (3.7 g, 72%).